This data is from the Open Reaction Database (ORD), a public repository of structured organic reaction records. The task is: describe an organic reaction: reactants, conditions, products, and yield Starting materials: C(C)OC(C(CC=1C=C2C=CNC2=CC1)OCC)=O (rac-2-ethoxy-3-(1H-indol-5-yl)-propionic acid ethyl ester), ClCC=1N=C(OC1C)C=1SC=CC1 (4-chloromethyl-5-methyl-2-thiophen-2-yl-oxazole). Yields the product C(C)OC(C(=O)O)CC=1C=C2C=CN(C2=CC1)CC=1N=C(OC1C)C=1SC=CC1 (Rac-2-Ethoxy-3-[1-(5-methyl-2-thiophen-2-yl-oxazol-4-ylmethyl)-1H-indol-5-yl]-propionic Acid). Yield: 31.0%. RXN SMILES: C([O:3][C:4](=[O:19])[CH:5]([O:16][CH2:17][CH3:18])[CH2:6][C:7]1[CH:8]=[C:9]2[C:13](=[CH:14][CH:15]=1)[NH:12][CH:11]=[CH:10]2)C.Cl[CH2:21][C:22]1[N:23]=[C:24]([C:28]2[S:29][CH:30]=[CH:31][CH:32]=2)[O:25][C:26]=1[CH3:27]>>[CH2:17]([O:16][CH:5]([CH2:6][C:7]1[CH:8]=[C:9]2[C:13](=[CH:14][CH:15]=1)[N:12]([CH2:21][C:22]1[N:23]=[C:24]([C:28]3[S:29][CH:30]=[CH:31][CH:32]=3)[O:25][C:26]=1[CH3:27])[CH:11]=[CH:10]2)[C:4]([OH:3])=[O:19])[CH3:18]. Reported procedure: Starting from rac-2-ethoxy-3-(1H-indol-5-yl)-propionic acid ethyl ester and 4-chloromethyl-5-methyl-2-thiophen-2-yl-oxazole, the title compound was obtained in 31% yield as a yellow solid. MS: (M+H)+ 411.2. Starting materials: CCCCO, Cc1[nH]c2ncnc(Cl)c2c1C, c1ccc2c(c1)CCN2. Product: Cc1[nH]c2ncnc(N3CCc4ccccc43)c2c1C. RXN SMILES: [CH2:22]([OH:23])[CH2:24][CH2:25][CH3:26].[Cl:1][c:2]1[c:3]2[c:4]([n:5][cH:6][n:7]1)[nH:8][c:9]([CH3:12])[c:10]2[CH3:11].[NH:13]1[CH2:14][CH2:15][c:16]2[cH:17][cH:18][cH:19][cH:20][c:21]21>>[c:2]1([N:13]2[CH2:14][CH2:15][c:16]3[cH:17][cH:18][cH:19][cH:20][c:21]32)[c:3]2[c:4]([n:5][cH:6][n:7]1)[nH:8][c:9]([CH3:12])[c:10]2[CH3:11].